This data is from the Open Reaction Database (ORD), a public repository of structured organic reaction records. The task is: describe an organic reaction: reactants, conditions, products, and yield Starting materials: Cl, O=C(Nc1cccc(C(F)(F)F)c1)c1ccc2c(Cl)nnc(Cl)c2c1, [Na+], C1COCCO1, [OH-], O. Product: O=C(Nc1cccc(C(F)(F)F)c1)c1ccc2c(O)nnc(Cl)c2c1. As a reaction SMILES: [ClH:34].[F:1][C:2]([c:3]1[cH:4][c:5]([NH:9][C:10](=[O:11])[c:12]2[cH:13][c:14]3[c:15]([Cl:23])[n:16][n:17][c:18]([Cl:22])[c:19]3[cH:20][cH:21]2)[cH:6][cH:7][cH:8]1)([F:24])[F:25].[Na+:27].[O:28]1[CH2:29][CH2:30][O:31][CH2:32][CH2:33]1.[OH-:26].[OH2:35]>>[F:1][C:2]([c:3]1[cH:4][c:5]([NH:9][C:10](=[O:11])[c:12]2[cH:13][c:14]3[c:15]([Cl:23])[n:16][n:17][c:18]([OH:28])[c:19]3[cH:20][cH:21]2)[cH:6][cH:7][cH:8]1)([F:24])[F:25].